Dataset: the Open Reaction Database (ORD), a public repository of structured organic reaction records. Task: describe an organic reaction: reactants, conditions, products, and yield The product is O=C(NC1CCC(CCN2CCN(c3nccc4c3OCC4)CC2)CC1)c1ccc(N2CCCCC2)cc1. Reaction SMILES: [ClH:1].[ClH:2].[ClH:3].[N:28]1([c:34]2[cH:35][cH:36][c:37]([C:38](=[O:39])[OH:40])[cH:41][cH:42]2)[CH2:29][CH2:30][CH2:31][CH2:32][CH2:33]1.[O:4]1[CH2:5][CH2:6][c:7]2[c:8]1[c:9]([N:13]1[CH2:14][CH2:15][N:16]([CH2:19][CH2:20][CH:21]3[CH2:22][CH2:23][CH:24]([NH2:27])[CH2:25][CH2:26]3)[CH2:17][CH2:18]1)[n:10][cH:11][cH:12]2>>[O:4]1[CH2:5][CH2:6][c:7]2[c:8]1[c:9]([N:13]1[CH2:14][CH2:15][N:16]([CH2:19][CH2:20][CH:21]3[CH2:22][CH2:23][CH:24]([NH:27][C:38]([c:37]4[cH:36][cH:35][c:34]([N:28]5[CH2:29][CH2:30][CH2:31][CH2:32][CH2:33]5)[cH:42][cH:41]4)=[O:39])[CH2:25][CH2:26]3)[CH2:17][CH2:18]1)[n:10][cH:11][cH:12]2. The reactants are Cl, Cl, Cl, O=C(O)c1ccc(N2CCCCC2)cc1, NC1CCC(CCN2CCN(c3nccc4c3OCC4)CC2)CC1. The reactants are ClCCCCC1=CC=CC=C1 ((4-chlorobutyl)benzene), [Cl-] (chloride), [Mg] (magnesium), II (iodine). Run in CCOCC (ether), CCOCC (ether). Reaction conditions: time 30 minute. Yields the product C1(=CC=CC=C1)CCCC[Mg]Cl ((4-phenylbutyl)magnesium chloride). As a reaction SMILES: Cl[CH2:2][CH2:3][CH2:4][CH2:5][C:6]1[CH:11]=[CH:10][CH:9]=[CH:8][CH:7]=1.[Mg:12].II.[Cl-:15]>CCOCC>[C:6]1([CH2:5][CH2:4][CH2:3][CH2:2][Mg:12][Cl:15])[CH:11]=[CH:10][CH:9]=[CH:8][CH:7]=1. Reported procedure: 220 ml. of a solution of (4-chlorobutyl)benzene (1083 g., 6.42 mole) in 1280 ml. of ether is added to a flask containing magnesium (241.6 g., 0.9 mole) in 834 ml. of ether. The mixture is refluxed and a few crystals of iodine are added. The reaction initiates after about 30 minutes. When the initial reaction subsides, the remaining chloride solution is added at a rate sufficient to maintain reflux (addition time about 1.5 hours). Reflux is maintained an additional 2.5 hours and the mixture is co... Starting materials: ClC=1SC=CC1OC1CCCC1 (2-chloro-3-cyclopentyloxythiophene), C(CCC)[Li] (n-butyllithium), [N+](=O)([O-])C1=CC=C(C=O)C=C1 (p-nitrobenzaldehyde), [Cl-].[NH4+] (ammonium chloride). The solvent is CCOCC (ether), O1CCCC1 (tetrahydrofuran). Run at temperature -78 celsius, time 4 hour. Product: ClC1=C(C=C(S1)C1(CC=C(C=C1)CO)[N+](=O)[O-])OC1CCCC1 (4-(5-chloro-4-cyclopentyloxythien-2-yl)-(4-nitrophenyl)methanol). The yield is 98.2%. As a reaction SMILES: [Cl:1][C:2]1[S:3][CH:4]=[CH:5][C:6]=1[O:7][CH:8]1[CH2:12][CH2:11][CH2:10][CH2:9]1.C([Li])CCC.[N+:18]([C:21]1[CH:28]=[CH:27][C:24]([CH:25]=[O:26])=[CH:23][CH:22]=1)([O-:20])=[O:19].[Cl-].[NH4+]>CCOCC.O1CCCC1>[Cl:1][C:2]1[S:3][C:4]([C:21]2([N+:18]([O-:20])=[O:19])[CH:22]=[CH:23][C:24]([CH2:25][OH:26])=[CH:27][CH2:28]2)=[CH:5][C:6]=1[O:7][CH:8]1[CH2:12][CH2:11][CH2:10][CH2:9]1 |f:3.4|. Procedure: To a solution of 2-chloro-3-cyclopentyloxythiophene (2.15 9,10.6 mmol) in ether (27 mL) was added n-butyllithium (2.5 N in hexanes, 4.4 mL, 11 mmol) dropwise at −78° C. under argon. The mixture was allowed to reach 20-25° C. and stirred for 4 hours. After cooling back to −78° C., a solution of p-nitrobenzaldehyde (1.56 g, 10.3 mmol) in tetrahydrofuran (27 mL) was added dropwise. The mixture was stirred at −78° C. for 1 hour. Saturated ammonium chloride was added at −78° C. and the mixture was al... Starting materials: C(=O)([O-])[O-].[K+].[K+] (K2CO3), Hexanes CH2Cl2, OC1=C(C=CC2=C(C=CC=C12)O)C(=O)O (1,5-Dihydroxy-naphthalene-2-carboxylic acid), C(C1=CC=CC=C1)Cl (benzyl chloride). The solvent is CN(C)C=O (DMF). Yields the product C(C1=CC=CC=C1)OC(=O)C1=C(C2=CC=CC(=C2C=C1)OCC1=CC=CC=C1)OCC1=CC=CC=C1 (1,5-Bis-benzyloxy-naphthalene-2-carboxylic Acid Benzyl Ester). As a reaction SMILES: C([O-])([O-])=O.[K+].[K+].[OH:7][C:8]1[C:17]2[C:12](=[C:13]([OH:18])[CH:14]=[CH:15][CH:16]=2)[CH:11]=[CH:10][C:9]=1[C:19]([OH:21])=[O:20].[CH2:22](Cl)[C:23]1[CH:28]=[CH:27][CH:26]=[CH:25][CH:24]=1>CN(C=O)C>[CH2:22]([O:20][C:19]([C:9]1[CH:10]=[CH:11][C:12]2[C:17](=[CH:16][CH:15]=[CH:14][C:13]=2[O:18][CH2:22][C:23]2[CH:28]=[CH:27][CH:26]=[CH:25][CH:24]=2)[C:8]=1[O:7][CH2:19][C:9]1[CH:10]=[CH:11][CH:12]=[CH:17][CH:8]=1)=[O:21])[C:23]1[CH:28]=[CH:27][CH:26]=[CH:25][CH:24]=1 |f:0.1.2|. Procedure: K2CO3 (2.45 g, 17.7 mmol), Dry DMF (5.4 mL), 1,5-Dihydroxy-naphthalene-2-carboxylic acid (0.539 g, 2.64 mmol), benzyl chloride (1.5 mL) Yield: 0.68 g of product (54%, 2 steps) Rf=0.38 (SiO2, 15% Hexanes/CH2Cl2). 1H NMR (400 MHz, CDCl3) δ 5.12 (s, 2H), δ 5.25 (s, 2H), δ 5.40 (s, 2H), δ 6.98 (d, J=7.3 Hz, 1H), δ 7.30-7.53 (m, 16H), δ 7.83 (d, J=8.7 Hz, 1H), δ 7.89 (d, J=8.7 Hz, 1H), δ 8.14 (d, J=8.7 Hz, 1H). Reactants: Cc1cc2c(C(F)(F)F)c(C#N)ccc2n1CC(C)O, Oc1cccnc1. Yields the product Cc1cc2c(C(F)(F)F)c(C#N)ccc2n1CC(C)Oc1cccnc1. RXN SMILES: [OH:1][CH:2]([CH2:3][n:4]1[c:5]([CH3:19])[cH:6][c:7]2[c:8]([C:15]([F:16])([F:17])[F:18])[c:9]([C:13]#[N:14])[cH:10][cH:11][c:12]12)[CH3:20].[n:21]1[cH:22][c:23]([OH:27])[cH:24][cH:25][cH:26]1>>[O:1]([CH:2]([CH2:3][n:4]1[c:5]([CH3:19])[cH:6][c:7]2[c:8]([C:15]([F:16])([F:17])[F:18])[c:9]([C:13]#[N:14])[cH:10][cH:11][c:12]12)[CH3:20])[c:23]1[cH:22][n:21][cH:26][cH:25][cH:24]1. Starting materials: C(C1=CC=CC=C1)NC1=C(C(=O)[O-])C=CC(=N1)C.C1(=CC=CC=C1)C[NH3+] (phenylmethanaminium 2-(benzylamino)-6-methylnicotinate), C(C)C(CNC1=C(C(=O)OCC)C=CC=N1)CC (ethyl 2-[(2-ethylbutyl)amino]nicotinate). The product is C(C1=CC=CC=C1)N1C(OC(C2=C1N=C(C=C2)C)=O)=O (1-benzyl-7-methyl-2H-pyrido[2,3-d][1,3]oxazine-2,4(1H)-dione). Reaction SMILES: [CH2:1]([NH:8][C:9]1[N:17]=[C:16]([CH3:18])[CH:15]=[CH:14][C:10]=1[C:11]([O-:13])=[O:12])[C:2]1[CH:7]=[CH:6][CH:5]=[CH:4][CH:3]=1.C1(C[NH3+])C=CC=CC=1.C(C(CC)CNC1N=CC=CC=1[C:34](OCC)=[O:35])C>>[CH2:1]([N:8]1[C:9]2[N:17]=[C:16]([CH3:18])[CH:15]=[CH:14][C:10]=2[C:11](=[O:13])[O:12][C:34]1=[O:35])[C:2]1[CH:3]=[CH:4][CH:5]=[CH:6][CH:7]=1 |f:0.1|. Reported procedure: The title compound was prepared according to the procedure of Example 3B substituting the product of Example 62A for the product of Example 3A (0.150 g, 50%). 1H NMR (300 MHz, CDCl3) δ 2.66 (s, 3H), 5.47 (s, 2H), 7.10 (d, J=8.09 Hz, 1H), 7.31 (m, 3H), 7.55 (dd, J=7.54, 1.65 Hz, 2H), 8.26 (d, J=8.09 Hz, 1H).